From a dataset of the Open Reaction Database (ORD), a public repository of structured organic reaction records. describe an organic reaction: reactants, conditions, products, and yield Starting materials: C(C)(C)(C)OC(N=C1N(C2=C(N1CC1=C(C=CC=C1)Br)C=CC=C2)CCCOC2=CC=C(C=C2)F)=O ([1-(2-bromo-benzyl)-3-[3-(4-fluoro-phenoxy)-propyl]-1,3-dihydro-benzoimidazol-ylidene]-carbamic acid tert-butyl ester), C1(=C(C=CC=C1)CN1CCNCC1)C1=CC=CC=C1 (1-biphenyl-2-ylmethyl-piperazine), C(=O)([O-])[O-].[Cs+].[Cs+] (Cs2CO3). The reagents and catalysts are CC(=O)[O-].CC(=O)[O-].[Pd+2] (Pd(OAc)2). Run in C1(=CC=CC=C1)C (toluene), C1(=CC=CC=C1)C (toluene). Run at time 2 minute. The product is C(C)(C)(C)OC(N=C1N(C2=C(N1CC1=C(C=CC=C1)N1CCN(CC1)CC1=C(C=CC=C1)C1=CC=CC=C1)C=CC=C2)CCCOC2=CC=C(C=C2)F)=O ([1-[2-(4-biphenyl-2-ylmethyl-piperazin-1-yl)-benzyl]-3-[3-(4-fluoro-phenoxy)-propyl]-1,3-dihydro-benzoimidazol-ylidene]-carbamic acid tert-butyl ester). Isolated yield 38.3%. RXN SMILES: [C:1]([O:5][C:6](=[O:36])[N:7]=[C:8]1[N:12]([CH2:13][C:14]2[CH:19]=[CH:18][CH:17]=[CH:16][C:15]=2Br)[C:11]2[CH:21]=[CH:22][CH:23]=[CH:24][C:10]=2[N:9]1[CH2:25][CH2:26][CH2:27][O:28][C:29]1[CH:34]=[CH:33][C:32]([F:35])=[CH:31][CH:30]=1)([CH3:4])([CH3:3])[CH3:2].[C:37]1([C:50]2[CH:55]=[CH:54][CH:53]=[CH:52][CH:51]=2)[CH:42]=[CH:41][CH:40]=[CH:39][C:38]=1[CH2:43][N:44]1[CH2:49][CH2:48][NH:47][CH2:46][CH2:45]1.C([O-])([O-])=O.[Cs+].[Cs+]>C1(C)C=CC=CC=1.CC([O-])=O.CC([O-])=O.[Pd+2]>[C:1]([O:5][C:6](=[O:36])[N:7]=[C:8]1[N:12]([CH2:13][C:14]2[CH:19]=[CH:18][CH:17]=[CH:16][C:15]=2[N:47]2[CH2:48][CH2:49][N:44]([CH2:43][C:38]3[CH:39]=[CH:40][CH:41]=[CH:42][C:37]=3[C:50]3[CH:55]=[CH:54][CH:53]=[CH:52][CH:51]=3)[CH2:45][CH2:46]2)[C:11]2[CH:21]=[CH:22][CH:23]=[CH:24][C:10]=2[N:9]1[CH2:25][CH2:26][CH2:27][O:28][C:29]1[CH:34]=[CH:33][C:32]([F:35])=[CH:31][CH:30]=1)([CH3:4])([CH3:3])[CH3:2] |f:2.3.4,6.7.8|. Procedure: To a degassed solution of [1-(2-bromo-benzyl)-3-[3-(4-fluoro-phenoxy)-propyl]-1,3-dihydro-benzoimidazol-ylidene]-carbamic acid tert-butyl ester (200 mg, 0.36 mmol) in anhydrous toluene (4 ml) was added Pd(OAc)2 (0.7 mg, 1.8 □mol). Nitrogen was bubbled through the suspension for 10 min before BINAP (17 mg, 27 □mol) was added. After a further 2 min 1-biphenyl-2-ylmethyl-piperazine (99 mg, 0.36 mmol) in degassed toluene (4 ml) was introduced and then after a additional 2 min Cs2CO3 (0.86 g, 2.6 mmo... Starting materials: Clc1ncnc2[nH]c(-c3ccc(OCc4ccccc4)cc3)cc12, CN(C)C=O, CC(=O)O, C[Si](C)(C)CCOCCl, [H-], [Na+], O. Yields the product C[Si](C)(C)CCOCn1c(-c2ccc(OCc3ccccc3)cc2)cc2c(Cl)ncnc21. RXN SMILES: [CH2:3]([c:4]1[cH:5][cH:6][cH:7][cH:8][cH:9]1)[O:10][c:11]1[cH:12][cH:13][c:14](-[c:17]2[cH:18][c:19]3[c:20]([n:21][cH:22][n:23][c:24]3[Cl:25])[nH:26]2)[cH:15][cH:16]1.[CH3:37][N:38]([CH3:39])[CH:40]=[O:41].[CH3:42][C:43](=[O:44])[OH:45].[Cl:27][CH2:28][O:29][CH2:30][CH2:31][Si:32]([CH3:33])([CH3:34])[CH3:35].[H-:1].[Na+:2].[OH2:36]>>[CH2:3]([c:4]1[cH:5][cH:6][cH:7][cH:8][cH:9]1)[O:10][c:11]1[cH:12][cH:13][c:14](-[c:17]2[cH:18][c:19]3[c:20]([n:21][cH:22][n:23][c:24]3[Cl:25])[n:26]2[CH2:28][O:29][CH2:30][CH2:31][Si:32]([CH3:33])([CH3:34])[CH3:35])[cH:15][cH:16]1. The reactants are CC(CC=O)CCC=C(C)C (3,7-dimethyl-oct-6-enal), C(C)(=O)O.C(=N)N (formamidine acetate). The solvent is C(CCC)O (butanol). Reaction conditions: temperature 130 celsius, time 24 hour. Product: CC(CCC=C(C)C)C=1C=NC=NC1 (5-(1,5-dimethyl-hex-4-enyl)-pyrimidine). Reaction SMILES: [CH3:1][CH:2]([CH2:6][CH2:7][CH:8]=[C:9]([CH3:11])[CH3:10])[CH2:3][CH:4]=O.[C:12](O)(=O)C.[CH:16]([NH2:18])=[NH:17]>C(O)CCC>[CH3:1][CH:2]([C:3]1[CH:12]=[N:17][CH:16]=[N:18][CH:4]=1)[CH2:6][CH2:7][CH:8]=[C:9]([CH3:11])[CH3:10] |f:1.2|. Procedure: A 100 mL reaction flask is charged with 3,7-dimethyl-oct-6-enal (Citronellal®) (Commercially available at IFF) (10 g, 0.06 mol), formamidine acetate (31 g, 0.3 mol), and butanol (50 mL). The reaction mixture is heated to 130° C. and stirred for 24 hours. The crude mass is washed once with aqueous sulfuric acid (10%, 100 mL) followed by twice with brine (30 mL). Butanol is recovered by roto-evaporation. The crude product is further purified with liquid chromatography (Biotage® system) and then cr... The reactants are C(C)(C)N(C(C)C)CC (N,N-Diisopropylethylamine), C1(CCCCC1)N=C=O (cyclohexyl isocyanate), [Si](C)(C)(C(C)(C)C)OC1=C(C=CC(=C1)O[Si](C)(C)C(C)(C)C)C1CCC(CC1)O (4-(2,4-bis{[tert-butyl(dimethyl)silyl]oxy}phenyl)cyclohexanol). Solvent: ClC(C)Cl (dichloroethane). Conditions: temperature 40 celsius. Yields the product C1(CCCCC1)NC(O[C@@H]1CC[C@H](CC1)C1=C(C=C(C=C1)O[Si](C)(C)C(C)(C)C)O[Si](C)(C)C(C)(C)C)=O (trans-4-(2,4-Bis{[tert-butyl(dimethyl)silyl]oxy}phenyl)cyclohexyl Cyclohexylcarbamate). The yield is 47.0%. Reaction SMILES: C(N(CC)C(C)C)(C)C.[CH:10]1([N:16]=[C:17]=[O:18])[CH2:15][CH2:14][CH2:13][CH2:12][CH2:11]1.[Si:19]([O:26][C:27]1[CH:32]=[C:31]([O:33][Si:34]([C:37]([CH3:40])([CH3:39])[CH3:38])([CH3:36])[CH3:35])[CH:30]=[CH:29][C:28]=1[CH:41]1[CH2:46][CH2:45][CH:44]([OH:47])[CH2:43][CH2:42]1)([C:22]([CH3:25])([CH3:24])[CH3:23])([CH3:21])[CH3:20]>ClC(Cl)C>[CH:10]1([NH:16][C:17](=[O:18])[O:47][C@H:44]2[CH2:43][CH2:42][C@H:41]([C:28]3[CH:29]=[CH:30][C:31]([O:33][Si:34]([C:37]([CH3:38])([CH3:39])[CH3:40])([CH3:36])[CH3:35])=[CH:32][C:27]=3[O:26][Si:19]([C:22]([CH3:23])([CH3:24])[CH3:25])([CH3:21])[CH3:20])[CH2:46][CH2:45]2)[CH2:15][CH2:14][CH2:13][CH2:12][CH2:11]1. Reported procedure: N,N-Diisopropylethylamine (199 μl) and cyclohexyl isocyanate (128 μl) were added to a stirred solution of 4-(2,4-bis{[tert-butyl(dimethyl)silyl]oxy}phenyl)cyclohexanol (50 mg) in dry dichloroethane (1 ml) at room temperature under argon. The reaction mixture was heated to 40° C. for 120 h, and was partitioned between water (50 ml) and ethyl acetate (50 ml). The layers were separated and the aqueous layer was extracted with ethyl acetate (2×50 ml). The combined organic extracts were dried over ma... The reactants are [H-].[Al+3].[Li+].[H-].[H-].[H-] (lithium aluminum hydride), N1C=C(C2=CC=CC=C12)C(C(=O)N1CCC2(CC1)OC1=C(C2)C=CC=C1)=O (2,3-dihydro-1'-(indol-3-ylglyoxyloyl)spiro[benzofuran-2,4'-piperidine]). Run in O1CCCC1 (tetrahydrofuran), O1CCCC1 (tetrahydrofuran). Yields the product N1C=C(C2=CC=CC=C12)CCN1CCC2(CC1)OC1=C(C2)C=CC=C1 (2,3-dihydro-1'-[2-(3-indolyl)ethyl]spiro[benzofuran-2,4'-piperidine]). Reaction SMILES: [H-].[Al+3].[Li+].[H-].[H-].[H-].[NH:7]1[C:15]2[C:10](=[CH:11][CH:12]=[CH:13][CH:14]=2)[C:9]([C:16](=O)[C:17]([N:19]2[CH2:24][CH2:23][C:22]3([CH2:28][C:27]4[CH:29]=[CH:30][CH:31]=[CH:32][C:26]=4[O:25]3)[CH2:21][CH2:20]2)=O)=[CH:8]1>O1CCCC1>[NH:7]1[C:15]2[C:10](=[CH:11][CH:12]=[CH:13][CH:14]=2)[C:9]([CH2:16][CH2:17][N:19]2[CH2:24][CH2:23][C:22]3([CH2:28][C:27]4[CH:29]=[CH:30][CH:31]=[CH:32][C:26]=4[O:25]3)[CH2:21][CH2:20]2)=[CH:8]1 |f:0.1.2.3.4.5|. Procedure details: A stirred suspension under nitrogen of 1.5 g of lithium aluminum hydride in 150 ml of tetrahydrofuran is treated with a solution of 2,3-dihydro-1'-(indol-3-ylglyoxyloyl)spiro[benzofuran-2,4'-piperidine], Example 22, in 75 ml of tetrahydrofuran according to the procedure of Example 22 to provide a tan solid. The solid is successively recrystallized from an ethyl alcohol-water mixture, chromatographed through a silica gel column with a 2% methyl alcohol in chloroform eluant and recrystallized from...